From a dataset of the Open Reaction Database (ORD), a public repository of structured organic reaction records. describe an organic reaction: reactants, conditions, products, and yield The reactants are ClCCC1=CC(=C(C=C1)N(C(C)=O)C)C (N-[4-(2-chloro-ethyl)-2-methyl-phenyl]-N-methyl-acetamide), Cl.N1(CCNCC1)C1=NSC2=C1C=CC=C2 (3-piperazin-1-yl-benzo[d]isothiazole hydrochloride). Isolated yield 41.0%. Procedure: Starting with N-[4-(2-chloro-ethyl)-2-methyl-phenyl]-N-methyl-acetamide (0.226 g, 1.00 mmol) and 3-piperazin-1-yl-benzo[d]isothiazole hydrochloride (0.384 g, 1.50 mmol), and following the procedure outlined in Example 501, N-{4-[2-(4-benzo[d]isothiazol-3-yl-piperazin-1-yl)-ethyl]-2-methyl-phenyl}-N-methyl-acetamide was obtained as its hydrochloride salt (0.341 g, 0.41 mmol). Yield=71%;100% purity at 254 nm; LCMS (APCI): 409.2 [M+H]+, 1H NMR (400 MHz, DMSO-d6) δ 8.12 (d, J=7.51 Hz, 1H), 8.08 (d, ... RXN SMILES: Cl[CH2:2][CH2:3][C:4]1[CH:9]=[CH:8][C:7]([N:10]([CH3:14])[C:11](=[O:13])[CH3:12])=[C:6]([CH3:15])[CH:5]=1.Cl.[N:17]1([C:23]2[C:27]3[CH:28]=[CH:29][CH:30]=[CH:31][C:26]=3[S:25][N:24]=2)[CH2:22][CH2:21][NH:20][CH2:19][CH2:18]1>>[S:25]1[C:26]2[CH:31]=[CH:30][CH:29]=[CH:28][C:27]=2[C:23]([N:17]2[CH2:18][CH2:19][N:20]([CH2:2][CH2:3][C:4]3[CH:9]=[CH:8][C:7]([N:10]([CH3:14])[C:11](=[O:13])[CH3:12])=[C:6]([CH3:15])[CH:5]=3)[CH2:21][CH2:22]2)=[N:24]1 |f:1.2|. Product: S1N=C(C2=C1C=CC=C2)N2CCN(CC2)CCC2=CC(=C(C=C2)N(C(C)=O)C)C (N-{4-[2-(4-benzo[d]isothiazol-3-yl-piperazin-1-yl)-ethyl]-2-methyl-phenyl}-N-methyl-acetamide), hydrochloride salt. The reactants are C1CCOC1, COC(=O)C(Cc1ccc(-c2ccc(C3CCCCC3)cc2)cc1)NC(=O)c1cc(Cl)ccc1NCc1cccc(Oc2ccc(C(C)(C)C)cc2)c1, CO, [Li+], [OH-]. Yields the product CC(C)(C)c1ccc(Oc2cccc(CNc3ccc(Cl)cc3C(=O)NC(Cc3ccc(-c4ccc(C5CCCCC5)cc4)cc3)C(=O)O)c2)cc1. As a reaction SMILES: [CH2:56]1[O:57][CH2:58][CH2:59][CH2:60]1.[CH3:1][O:2][C:3]([CH:4]([CH2:5][c:6]1[cH:7][cH:8][c:9](-[c:12]2[cH:13][cH:14][c:15]([CH:18]3[CH2:19][CH2:20][CH2:21][CH2:22][CH2:23]3)[cH:16][cH:17]2)[cH:10][cH:11]1)[NH:24][C:25]([c:26]1[c:27]([NH:33][CH2:34][c:35]2[cH:36][c:37]([O:41][c:42]3[cH:43][cH:44][c:45]([C:48]([CH3:49])([CH3:50])[CH3:51])[cH:46][cH:47]3)[cH:38][cH:39][cH:40]2)[cH:28][cH:29][c:30]([Cl:32])[cH:31]1)=[O:52])=[O:53].[CH3:61][OH:62].[Li+:55].[OH-:54]>>[O:2]=[C:3]([CH:4]([CH2:5][c:6]1[cH:7][cH:8][c:9](-[c:12]2[cH:13][cH:14][c:15]([CH:18]3[CH2:19][CH2:20][CH2:21][CH2:22][CH2:23]3)[cH:16][cH:17]2)[cH:10][cH:11]1)[NH:24][C:25]([c:26]1[c:27]([NH:33][CH2:34][c:35]2[cH:36][c:37]([O:41][c:42]3[cH:43][cH:44][c:45]([C:48]([CH3:49])([CH3:50])[CH3:51])[cH:46][cH:47]3)[cH:38][cH:39][cH:40]2)[cH:28][cH:29][c:30]([Cl:32])[cH:31]1)=[O:52])[OH:53]. Starting materials: [BH4-], Cc1cccc(CC(=O)C(C)(C)Oc2ccc(C#N)cc2)[n+]1[O-], CCO, [Na+]. The product is Cc1cccc(CC(O)C(C)(C)Oc2ccc(C#N)cc2)[n+]1[O-]. Reaction SMILES: [BH4-:24].[C:1](#[N:2])[c:3]1[cH:4][cH:5][c:6]([O:7][C:8]([C:9]([CH2:10][c:11]2[n+:12]([O-:18])[c:13]([CH3:17])[cH:14][cH:15][cH:16]2)=[O:19])([CH3:20])[CH3:21])[cH:22][cH:23]1.[CH3:26][CH2:27][OH:28].[Na+:25]>>[C:1](#[N:2])[c:3]1[cH:4][cH:5][c:6]([O:7][C:8]([CH:9]([CH2:10][c:11]2[n+:12]([O-:18])[c:13]([CH3:17])[cH:14][cH:15][cH:16]2)[OH:19])([CH3:20])[CH3:21])[cH:22][cH:23]1. Reactants: BrC1=CC=C2C(C(NCC2=C1)=O)=CNC1=CC=C(C=C1)OC (7-bromo-4-[(4-methoxy-phenylamino)-methylene]-1,4-dihydro-2H-isoquinolin-3-one), C(C)(C)(C)OC(=O)N1C(=CC=C1)B(O)O (1-(t-butoxycarbonyl)pyrrole-2-boronic acid), aqueous solution, C([O-])([O-])=O.[Cs+].[Cs+] (cesium carbonate). Reagents/catalysts: [Pd].C1(=CC=CC=C1)P(C1=CC=CC=C1)C1=CC=CC=C1.C1(=CC=CC=C1)P(C1=CC=CC=C1)C1=CC=CC=C1.C1(=CC=CC=C1)P(C1=CC=CC=C1)C1=CC=CC=C1.C1(=CC=CC=C1)P(C1=CC=CC=C1)C1=CC=CC=C1 (tetrakis(triphenylphosphine)-palladium (0)). The solvent is CN(C=O)C (N,N-dimethylformamide). Conditions: temperature 180 celsius. The product is COC1=CC=C(C=C1)NC=C1C(NCC2=CC(=CC=C12)C=1NC=CC1)=O (4-[(4-Methoxy-phenylamino)-methylene]-7-(1H-pyrrol-2-yl)-1,4-dihydro-2H-isoquinolin-3-one). The yield is 37.1%. As a reaction SMILES: Br[C:2]1[CH:11]=[C:10]2[C:5]([C:6](=[CH:13][NH:14][C:15]3[CH:20]=[CH:19][C:18]([O:21][CH3:22])=[CH:17][CH:16]=3)[C:7](=[O:12])[NH:8][CH2:9]2)=[CH:4][CH:3]=1.C(OC([N:30]1[CH:34]=[CH:33][CH:32]=[C:31]1B(O)O)=O)(C)(C)C.C(=O)([O-])[O-].[Cs+].[Cs+]>CN(C)C=O.[Pd].C1(P(C2C=CC=CC=2)C2C=CC=CC=2)C=CC=CC=1.C1(P(C2C=CC=CC=2)C2C=CC=CC=2)C=CC=CC=1.C1(P(C2C=CC=CC=2)C2C=CC=CC=2)C=CC=CC=1.C1(P(C2C=CC=CC=2)C2C=CC=CC=2)C=CC=CC=1>[CH3:22][O:21][C:18]1[CH:19]=[CH:20][C:15]([NH:14][CH:13]=[C:6]2[C:5]3[C:10](=[CH:11][C:2]([C:31]4[NH:30][CH:34]=[CH:33][CH:32]=4)=[CH:3][CH:4]=3)[CH2:9][NH:8][C:7]2=[O:12])=[CH:16][CH:17]=1 |f:2.3.4,6.7.8.9.10|. Reported procedure: To a suspension of 7-bromo-4-[(4-methoxy-phenylamino)-methylene]-1,4-dihydro-2H-isoquinolin-3-one (36 mg, 0.1 mmol) in N,N-dimethylformamide (1 mL) is add 1-(t-butoxycarbonyl)pyrrole-2-boronic acid (25.3 mg, 0.12 mmol), 2 M aqueous solution of cesium carbonate (300 μL) and tetrakis(triphenylphosphine)-palladium (0) (30 mg). The reaction mixture is heated in a microwave at 180° C. for 5 min. The reaction mixture is then filtered and the filtrate is purified by Prep. HPLC. The pure fractions were ... Starting materials: O=C([O-])[O-], Cc1ccccc1, CCOC(C)=O, NCc1ccc(OC2CCCCCC2)cc1, O=C(N1CCc2ccc(Cl)c(OS(=O)(=O)C(F)(F)F)c2CC1)C(F)(F)F, [Cs+], [Cs+], CC(=O)[O-], CC(=O)[O-], [Pd+2], c1ccc(P(c2ccccc2)c2ccc3ccccc3c2-c2c(P(c3ccccc3)c3ccccc3)ccc3ccccc23)cc1. RXN SMILES: [C:89](=[O:90])([O-:91])[O-:92].[CH3:110][c:111]1[cH:112][cH:113][cH:114][cH:115][cH:116]1.[CH3:95][CH2:96][O:97][C:98]([CH3:99])=[O:100].[CH:1]1([O:8][c:9]2[cH:10][cH:11][c:12]([CH2:13][NH2:14])[cH:15][cH:16]2)[CH2:2][CH2:3][CH2:4][CH2:5][CH2:6][CH2:7]1.[Cl:17][c:18]1[c:19]([O:35][S:36]([C:37]([F:38])([F:39])[F:40])(=[O:41])=[O:42])[c:20]2[c:21]([cH:33][cH:34]1)[CH2:22][CH2:23][N:24]([C:27]([C:28]([F:29])([F:30])[F:31])=[O:32])[CH2:25][CH2:26]2.[Cs+:93].[Cs+:94].[O-:102][C:103]([CH3:104])=[O:105].[O-:106][C:107]([CH3:108])=[O:109].[Pd+2:101].[cH:43]1[cH:44][cH:45][c:46]([P:47]([c:48]2[cH:49][cH:50][c:51]3[c:52]([cH:53][cH:54][cH:55][cH:56]3)[c:57]2-[c:58]2[c:59]3[c:60]([cH:61][cH:62][cH:63][cH:64]3)[cH:65][cH:66][c:67]2[P:68]([c:69]2[cH:70][cH:71][cH:72][cH:73][cH:74]2)[c:75]2[cH:76][cH:77][cH:78][cH:79][cH:80]2)[c:81]2[cH:82][cH:83][cH:84][cH:85][cH:86]2)[cH:87][cH:88]1>>[CH:1]1([O:8][c:9]2[cH:10][cH:11][c:12]([CH2:13][NH:14][c:19]3[c:18]([Cl:17])[cH:34][cH:33][c:21]4[c:20]3[CH2:26][CH2:25][N:24]([C:27]([C:28]([F:29])([F:30])[F:31])=[O:32])[CH2:23][CH2:22]4)[cH:15][cH:16]2)[CH2:2][CH2:3][CH2:4][CH2:5][CH2:6][CH2:7]1. Yields the product O=C(N1CCc2ccc(Cl)c(NCc3ccc(OC4CCCCCC4)cc3)c2CC1)C(F)(F)F. Reported procedure: Using 4,5-diphenyl-2-oxazoleheptanoic acid (653 mg), a reaction and a treatment were carried out in the same manner as in the section (3) of example 1 to obtain the desired subject compound 24 (530 mg, Y=77.8%). Reaction SMILES: [C:1]1([C:7]2[N:8]=[C:9]([CH2:18][CH2:19][CH2:20][CH2:21][CH2:22][CH2:23][C:24]([OH:26])=O)[O:10][C:11]=2[C:12]2[CH:17]=[CH:16][CH:15]=[CH:14][CH:13]=2)[CH:6]=[CH:5][CH:4]=[CH:3][CH:2]=1.CC(C1C=CC(C2OC(CCCCCC([NH:49][OH:50])=O)=NC=2C2C=CC=CC=2)=CC=1)(C)C>>[OH:50][NH:49][C:24](=[O:26])[CH2:23][CH2:22][CH2:21][CH2:20][CH2:19][CH2:18][C:9]1[O:10][C:11]([C:12]2[CH:17]=[CH:16][CH:15]=[CH:14][CH:13]=2)=[C:7]([C:1]2[CH:6]=[CH:5][CH:4]=[CH:3][CH:2]=2)[N:8]=1. The product is ONC(CCCCCCC=1OC(=C(N1)C1=CC=CC=C1)C1=CC=CC=C1)=O (N-hydroxy-4,5-diphenyl-2-oxazoleheptanamide). Reactants: C1(=CC=CC=C1)C=1N=C(OC1C1=CC=CC=C1)CCCCCCC(=O)O (4,5-diphenyl-2-oxazoleheptanoic acid), CC(C)(C)C1=CC=C(C=C1)C1=C(N=C(O1)CCCCCC(=O)NO)C1=CC=CC=C1 (5-[4-(1,1-dimethylethyl)phenyl]-N-hydroxy-4-phenyl-2-oxazolehexanamide), compound 24. Starting materials: CON=C(C(=O)OCC)C(=O)C (ethyl 2-methoxyiminoacetoacetate), C(C)(C)(C)OC(=O)NN (t-butoxycarbonylhydrazine). The solvent is C(C)O (ethanol). Run at time 7.5 hour. The product is CON=C(C(=O)OCC)C(C)=NNC(=O)OC(C)(C)C (ethyl 2-methoxyimino-3-t-butoxycarbonylhydrazonobutyrate). Reaction SMILES: [CH3:1][O:2][N:3]=[C:4]([C:10]([CH3:12])=O)[C:5]([O:7][CH2:8][CH3:9])=[O:6].[C:13]([O:17][C:18]([NH:20][NH2:21])=[O:19])([CH3:16])([CH3:15])[CH3:14]>C(O)C>[CH3:1][O:2][N:3]=[C:4]([C:10](=[N:21][NH:20][C:18]([O:17][C:13]([CH3:16])([CH3:15])[CH3:14])=[O:19])[CH3:12])[C:5]([O:7][CH2:8][CH3:9])=[O:6]. Procedure details: A solution of ethyl 2-methoxyiminoacetoacetate (a mixture of syn and anti isomers) (34.6 g.) and t-butoxycarbonylhydrazine (26.4 g.) in ethanol (200 ml.) was stirred for 7.5 hours at ambient temperature and allowed to stand overnight to precipitate crystals. The crystals were collected by filtration, washed with ethanol and dried to give ethyl 2-methoxyimino-3-t-butoxycarbonylhydrazonobutyrate (a mixture of syn and anti isomers) (41.7 g.), mp 144° to 145° C. Reactants: C1=NC2=C(N1[C@H]3[C@@H]([C@@H]([C@H](O3)CO)O)O)N=CNC[C@H]2O (coformycin), C1=NC2=C(NN=C2C(=N1)N)[C@H]3[C@@H]([C@@H]([C@H](O3)CO)O)O (formycin A). Product: C1=NC=2C(=NNC2C(=O)N1)[C@H]3[C@@H]([C@@H]([C@H](O3)CO)O)O (formycin B), C1=NC2=C(N1[C@H]3[C@@H]([C@@H]([C@H](O3)CO)O)O)N=CNC[C@H]2O (coformycin). As a reaction SMILES: [CH:1]1[N:5]([C@@H:6]2[O:10][C@H:9]([CH2:11][OH:12])[C@@H:8]([OH:13])[C@H:7]2[OH:14])[C:4]2[N:15]=[CH:16][NH:17][CH2:18][C@@H:19]([OH:20])[C:3]=2[N:2]=1.[CH:21]1[N:29]=[C:28](N)[C:27]2[C:23](=[C:24]([C@@H:31]3[O:35][C@H:34]([CH2:36][OH:37])[C@@H:33]([OH:38])[C@H:32]3[OH:39])[NH:25][N:26]=2)[N:22]=1>>[CH:21]1[NH:29][C:28](=[O:10])[C:27]2[NH:26][N:25]=[C:24]([C@@H:31]3[O:35][C@H:34]([CH2:36][OH:37])[C@@H:33]([OH:38])[C@H:32]3[OH:39])[C:23]=2[N:22]=1.[CH:1]1[N:5]([C@@H:6]2[O:10][C@H:9]([CH2:11][OH:12])[C@@H:8]([OH:13])[C@H:7]2[OH:14])[C:4]2[N:15]=[CH:16][NH:17][CH2:18][C@@H:19]([OH:20])[C:3]=2[N:2]=1. Procedure: A culture broth filtrate (2000 ml, pH 7.4, containing 26 mg of coformycin, 120 mg of formycin A and an unknown amount of formycin B) obtained from the submerged cultivation of a coformycin-producing microorganism, Nocardia interforma (ATCC No. 21072) was passed through a column (28 mm diameter) of 110 ml of a strong cation-exchange resin consisting of a polystyrene sulfonic acid (available as "Amberlite" IR-120, a commercial product of Rohm & Haas Co., U.S.A.) which had been converted into the 5...